This data is from the Open Reaction Database (ORD), a public repository of structured organic reaction records. The task is: describe an organic reaction: reactants, conditions, products, and yield Starting materials: ice water, C1=CCCCC1 (cyclohexene), II (iodine), CC=1C=CC(=CC1)S(=O)(=O)NCl (chloramine T). Solvent: O1CCOCC1 (dioxane). Reaction conditions: temperature 80 celsius, time 10 hour. The product is C1(=CC=C(C=C1)S(=O)(=O)N1C2CCCCC12)C (7-(Toluene-4-sulfonyl)-7-aza-bicyclo[4.1.0]heptane). RXN SMILES: [CH:1]1[CH2:6][CH2:5][CH2:4][CH2:3][CH:2]=1.II.[CH3:9][C:10]1[CH:11]=[CH:12][C:13]([S:16]([NH:19]Cl)(=[O:18])=[O:17])=[CH:14][CH:15]=1>O1CCOCC1>[C:10]1([CH3:9])[CH:11]=[CH:12][C:13]([S:16]([N:19]2[CH:6]3[CH:1]2[CH2:2][CH2:3][CH2:4][CH2:5]3)(=[O:18])=[O:17])=[CH:14][CH:15]=1. Procedure details: To a solution of 200 g cyclohexene and 30.7 g iodine in 800 ml of anhydrous dioxane was added 611.7 g of chloramine T. The mixture was stirred at 80° C. for 10 h. After cooling to room temperature the mixture was poured into ice water and extracted with ethyl acetate twice. The combined organic phases were dried over sodium sulphate and concentrated and the residue was purified by chromatography (Silica, hexane/Ethyl acetate) to afford 180 g (29%) of) 7-(Toluene-4-sulfonyl)-7-aza-bicyclo[4.1.0]h... The solvent is C1(=CC=CC=C1)C (toluene), C1(=CC=CC=C1)C (toluene). The yield is 89.5%. Procedure: Under cooling at -78° C., 1.5M diisobutyl aluminum hydride (DIBAH) dissolved in 65 ml of toluene was added to 19.34 g of ethyl 2-indanacetate dissolved in 200 ml of toluene. The mixture was stirred at the same temperature for 1.5 hours. A 15% sodium sulfite aqueous solution was added to the mixture. After the organic layer was collected by separation, washed and dried, the solvent was removed. The residue was purified by silica gel column chromatography (hexane-ethyl acetate (10:1)) to obtain 13... Run at temperature -78 celsius, time 1.5 hour. RXN SMILES: [H-].C([Al+]CC(C)C)C(C)C.[CH2:11]1[C:19]2[C:14](=[CH:15][CH:16]=[CH:17][CH:18]=2)[CH2:13][CH:12]1[CH2:20][C:21](OCC)=[O:22].S([O-])([O-])=O.[Na+].[Na+]>C1(C)C=CC=CC=1>[CH2:13]1[C:14]2[C:19](=[CH:18][CH:17]=[CH:16][CH:15]=2)[CH2:11][CH:12]1[CH2:20][CH:21]=[O:22] |f:0.1,3.4.5|. The reactants are C1C(CC2=CC=CC=C12)CC(=O)OCC (ethyl 2-indanacetate), [H-].C(C(C)C)[Al+]CC(C)C (diisobutyl aluminum hydride), S(=O)([O-])[O-].[Na+].[Na+] (sodium sulfite). Product: C1C(CC2=CC=CC=C12)CC=O (2-indanacetaldehyde). Starting materials: C(C)(C)(C)OC(=O)N[C@@H](C)C(=O)OCCOC1=CC=C(C=C1)C1=C(C(=NC(=C1C#N)SCC=1N=C(SC1)C1=CC=C(C=C1)Cl)N1CCC1)C#N (2-{4-(2-(azetidin-1-yl)-6-({(2-(4-chlorophenyl)-1,3-thiazol-4-yl)methyl}sulfanyl)-3,5-dicyanopyridin-4-yl)phenoxy}ethyl N-(tert-butoxycarbonyl)-L-alaninate), FC(C(=O)O)(F)F (trifluoroacetic acid). Run in ClCCl (dichloromethane). Conditions: time 1.5 hour. Product: FC(C(=O)O)(F)F.N[C@@H](C)C(=O)OCCOC1=CC=C(C=C1)C1=C(C(=NC(=C1C#N)SCC=1N=C(SC1)C1=CC=C(C=C1)Cl)N1CCC1)C#N (2-{4-(2-(Azetidin-1-yl)-6-({(2-(4-chlorophenyl)-1,3-thiazol-4-yl)methyl}sulfanyl)-3,5-dicyanopyridin-4-yl)phenoxy}ethyl L-alaninate trifluoroacetate). RXN SMILES: C(OC([NH:8][C@H:9]([C:11]([O:13][CH2:14][CH2:15][O:16][C:17]1[CH:22]=[CH:21][C:20]([C:23]2[C:28]([C:29]#[N:30])=[C:27]([S:31][CH2:32][C:33]3[N:34]=[C:35]([C:38]4[CH:43]=[CH:42][C:41]([Cl:44])=[CH:40][CH:39]=4)[S:36][CH:37]=3)[N:26]=[C:25]([N:45]3[CH2:48][CH2:47][CH2:46]3)[C:24]=2[C:49]#[N:50])=[CH:19][CH:18]=1)=[O:12])[CH3:10])=O)(C)(C)C.[F:51][C:52]([F:57])([F:56])[C:53]([OH:55])=[O:54]>ClCCl>[F:51][C:52]([F:57])([F:56])[C:53]([OH:55])=[O:54].[NH2:8][C@H:9]([C:11]([O:13][CH2:14][CH2:15][O:16][C:17]1[CH:22]=[CH:21][C:20]([C:23]2[C:28]([C:29]#[N:30])=[C:27]([S:31][CH2:32][C:33]3[N:34]=[C:35]([C:38]4[CH:39]=[CH:40][C:41]([Cl:44])=[CH:42][CH:43]=4)[S:36][CH:37]=3)[N:26]=[C:25]([N:45]3[CH2:46][CH2:47][CH2:48]3)[C:24]=2[C:49]#[N:50])=[CH:19][CH:18]=1)=[O:12])[CH3:10] |f:3.4|. Reported procedure: 39 mg (0.053 mmol) of 2-{4-(2-(azetidin-1-yl)-6-({(2-(4-chlorophenyl)-1,3-thiazol-4-yl)methyl}sulfanyl)-3,5-dicyanopyridin-4-yl)phenoxy}ethyl N-(tert-butoxycarbonyl)-L-alaninate (Example 13A) were initially charged in 1.5 ml dichloromethane. 0.5 ml (6.49 mmol) of trifluoroacetic acid was added, and the reaction solution was then stirred at RT for 1.5 h. The reaction solution was concentrated by evaporation and the residue was purified by preparative HPLC (acetonitrile/water+0.1% TFA). This gave ... Starting materials: COC(=O)COc1cccc(Br)c1, Oc1cccc(Br)c1, COC(=O)CBr. The product is O=C(O)COc1cccc(Br)c1. As a reaction SMILES: [Br:15][c:16]1[cH:17][c:18]([O:19][CH2:20][C:21](=[O:22])[O:23][CH3:24])[cH:25][cH:26][cH:27]1.[Br:1][c:2]1[cH:3][c:4]([OH:5])[cH:6][cH:7][cH:8]1.[Br:9][CH2:10][C:11]([O:12][CH3:13])=[O:14]>>[Br:15][c:16]1[cH:17][c:18]([O:19][CH2:20][C:21](=[O:22])[OH:23])[cH:25][cH:26][cH:27]1. Starting materials: CC(c1ccc(Br)cc1)N1CCC(CC(=O)O)(c2ccccc2)OC1=O, CC(=O)CN, CCN(C(C)C)C(C)C, ClCCl, On1nnc2ccccc21. Product: CC(=O)CNC(=O)CC1(c2ccccc2)CCN(C(C)c2ccc(Br)cc2)C(=O)O1. As a reaction SMILES: [Br:1][c:2]1[cH:3][cH:4][c:5]([CH:8]([CH3:9])[N:10]2[C:11](=[O:26])[O:12][C:13]([c:16]3[cH:17][cH:18][cH:19][cH:20][cH:21]3)([CH2:22][C:23](=[O:24])[OH:25])[CH2:14][CH2:15]2)[cH:6][cH:7]1.[CH3:27][C:28](=[O:29])[CH2:30][NH2:31].[CH:42]([N:43]([CH2:44][CH3:45])[CH:46]([CH3:47])[CH3:48])([CH3:49])[CH3:50].[Cl:51][CH2:52][Cl:53].[OH:32][n:33]1[c:34]2[c:35]([cH:36][cH:37][cH:38][cH:39]2)[n:40][n:41]1>>[Br:1][c:2]1[cH:3][cH:4][c:5]([CH:8]([CH3:9])[N:10]2[C:11](=[O:26])[O:12][C:13]([c:16]3[cH:17][cH:18][cH:19][cH:20][cH:21]3)([CH2:22][C:23](=[O:24])[NH:31][CH2:30][C:28]([CH3:27])=[O:29])[CH2:14][CH2:15]2)[cH:6][cH:7]1. Reactants: BrCC (bromoethane), BrC=1C=C(C=C(C1OC)OC)C1C=2C(OC=C1C#N)C1=CC=NC1=CC2 (4-(3-bromo-4,5-dimethoxy-phenyl)-3-cyano-4H-indolo[4,5-b]pyran), BrCC (bromoethane), C([O-])([O-])=O.[Cs+].[Cs+] (cesium carbonate). Run in C1CCOC1 (THF), CCOC(=O)C (EtOAc). Run at temperature 60 celsius, time 22 hour. Yields the product BrC=1C=C(C=C(C1OC)OC)C1C2=C(OC=C1C#N)C=1C=CN(C1C=C2)CC (4-(3-Bromo-4,5-dimethoxyphenyl)-3-cyano-7-ethyl-4H-indolo[4,5-b]pyran). Isolated yield 50.4%. RXN SMILES: [Br:1][C:2]1[CH:3]=[C:4]([CH:12]2[C:17]([C:18]#[N:19])=[CH:16][O:15][CH:14]3[C:20]4[C:24](=[CH:25][CH:26]=[C:13]23)[N:23]=[CH:22][CH:21]=4)[CH:5]=[C:6]([O:10][CH3:11])[C:7]=1[O:8][CH3:9].Br[CH2:28][CH3:29].C(=O)([O-])[O-].[Cs+].[Cs+]>C1COCC1.CCOC(C)=O>[Br:1][C:2]1[CH:3]=[C:4]([CH:12]2[C:17]([C:18]#[N:19])=[CH:16][O:15][C:14]3[C:20]4[CH:21]=[CH:22][N:23]([CH2:28][CH3:29])[C:24]=4[CH:25]=[CH:26][C:13]2=3)[CH:5]=[C:6]([O:10][CH3:11])[C:7]=1[O:8][CH3:9] |f:2.3.4|. Procedure: A mixture of 4-(3-bromo-4,5-dimethoxy-phenyl)-3-cyano-4H-indolo[4,5-b]pyran (50 mg, 0.122 mmol), bromoethane (50 μL, 0.670 mmol) and cesium carbonate (122 mg, 0.375 mmol) in anhydrous THF (2 mL) was stirred at 60° C. in a sealed tube. After 22 h, additional bromoethane (100 μL, 1.34 mmol) was added and the reaction was continued for additional 43 h. The reaction mixture was diluted with EtOAc (20 mL). The insoluble material was filtered, and washed with EtOAc (30 mL). The EtOAc solution were com... The reactants are C(C=C)O[C@H]([C@@H](C(=O)OC(C)C)CC1=NC(=CC(=C1)C)N1C(=CC=C1C)C)C=O ((2S,3R)-Isopropyl 3-(allyloxy)-2-((6-(2,5-dimethyl-1H-pyrrol-1-yl)-4-methylpyridin-2-yl)methyl)-4-oxobutanoate), C(C1=CC=CC=C1)N (benzylamine), NaHB(OAc)3. Solvent: C1CCOC1 (THF). Run at time 3 hour. Yields the product C(C=C)O[C@H]([C@@H](C(=O)OC(C)C)CC1=NC(=CC(=C1)C)N1C(=CC=C1C)C)CNCC1=CC=CC=C1 ((2S,3R)-Isopropyl 3-(allyloxy)-4-(benzylamino)-2-((6-(2,5-dimethyl-1H-pyrrol-1-yl)-4-methylpyridin-2-yl)methyl)butanoate). Isolated yield 91.7%. Reaction SMILES: [CH2:1]([O:4][C@@H:5]([CH:28]=O)[C@H:6]([CH2:13][C:14]1[CH:19]=[C:18]([CH3:20])[CH:17]=[C:16]([N:21]2[C:25]([CH3:26])=[CH:24][CH:23]=[C:22]2[CH3:27])[N:15]=1)[C:7]([O:9][CH:10]([CH3:12])[CH3:11])=[O:8])[CH:2]=[CH2:3].[CH2:30]([NH2:37])[C:31]1[CH:36]=[CH:35][CH:34]=[CH:33][CH:32]=1>C1COCC1>[CH2:1]([O:4][C@@H:5]([CH2:28][NH:37][CH2:30][C:31]1[CH:36]=[CH:35][CH:34]=[CH:33][CH:32]=1)[C@H:6]([CH2:13][C:14]1[CH:19]=[C:18]([CH3:20])[CH:17]=[C:16]([N:21]2[C:25]([CH3:26])=[CH:24][CH:23]=[C:22]2[CH3:27])[N:15]=1)[C:7]([O:9][CH:10]([CH3:11])[CH3:12])=[O:8])[CH:2]=[CH2:3]. Procedure details: To a solution of 16 (240 mg, 0.6 mmol) in THF (5 mL) was added benzylamine (100 μL, 0.9 mmol) followed by NaHB(OAc)3 (153 mg, 0.72 mmol). The reaction was allowed to stir for an additional 3 h then partitioned between EtOAc (100 mL) and brine (50 mL). The aqueous layer was extracted with EtOAc (50 mL). The combined organic layers were dried over Na2SO4 and concentrated. The crude product was purified by flash column chromatography (EtOAc:hexanes, 1:2-1:1) to give 19 (270 mg, 0.55 mmol, 92%) as a... The reactants are C[O-], CO, COc1cc(-c2ncc(C(F)(F)F)cc2Cl)ccc1Cl, [Na+]. The product is COc1cc(-c2ncc(C(F)(F)F)cc2OC)ccc1Cl. RXN SMILES: [CH3:1][O-:2].[CH3:24][OH:25].[Cl:4][c:5]1[c:6](-[c:15]2[cH:16][c:17]([O:22][CH3:23])[c:18]([Cl:21])[cH:19][cH:20]2)[n:7][cH:8][c:9]([C:11]([F:12])([F:13])[F:14])[cH:10]1.[Na+:3]>>[CH3:1][O:2][c:5]1[c:6](-[c:15]2[cH:16][c:17]([O:22][CH3:23])[c:18]([Cl:21])[cH:19][cH:20]2)[n:7][cH:8][c:9]([C:11]([F:12])([F:13])[F:14])[cH:10]1. Starting materials: ClC1=C(C(=O)Cl)C=C(C=C1)[N+](=O)[O-] (2-chloro-5-nitrobenzoyl chloride), resin, C1CCOC1 (THF), C(C)N (ethylamine). RXN SMILES: [Cl:1][C:2]1[CH:10]=[CH:9][C:8]([N+:11]([O-:13])=[O:12])=[CH:7][C:3]=1[C:4](Cl)=[O:5].C1COCC1.[CH2:19]([NH2:21])[CH3:20]>ClCCl>[CH2:19]([NH:21][C:4](=[O:5])[C:3]1[CH:7]=[C:8]([N+:11]([O-:13])=[O:12])[CH:9]=[CH:10][C:2]=1[Cl:1])[CH3:20]. Conditions: time 8 hour. Procedure details: Alternatively, 2-chloro-5-nitrobenzoyl chloride (10 g, 45.5 mmol) in anhydrous dichloromethane (250 mL) with Amberlyst A-21 ion-exchange resin (17 g) was treated with a 2M THF solution of ethylamine (45 mL). The mixture was stirred at rt under nitrogen overnight. After filtration, the filtrate was concentrated to give N-ethyl-2-chloro-5-nitrobenzamide (9.0 g, 39 mmol, 86% yield) as a yellow solid. The yield is 86.0%. The product is C(C)NC(C1=C(C=CC(=C1)[N+](=O)[O-])Cl)=O (N-ethyl-2-chloro-5-nitrobenzamide). Run in ClCCl (dichloromethane).